From a dataset of the Open Reaction Database (ORD), a public repository of structured organic reaction records. describe an organic reaction: reactants, conditions, products, and yield The reactants are CCOC(=O)c1ncc2[nH]c3ccccc3c2c1COC, CO, [Na+], [Na], O=P([O-])(O)O. Yields the product COCc1c(C(=O)OC)ncc2[nH]c3ccccc3c12. Reaction SMILES: [CH2:2]([CH3:3])[O:4][C:5](=[O:6])[c:7]1[n:8][cH:9][c:10]2[nH:11][c:12]3[cH:13][cH:14][cH:15][cH:16][c:17]3[c:18]2[c:19]1[CH2:20][O:21][CH3:22].[CH3:29][OH:30].[Na+:28].[Na:1].[P:23]([O-:24])([OH:25])([OH:26])=[O:27]>>[CH3:2][O:4][C:5](=[O:6])[c:7]1[n:8][cH:9][c:10]2[nH:11][c:12]3[cH:13][cH:14][cH:15][cH:16][c:17]3[c:18]2[c:19]1[CH2:20][O:21][CH3:22]. Starting materials: ClCCl, CCOCC, O=C(OO)c1cccc(Cl)c1, CCOC(=O)c1cn(-c2ccc(F)cc2F)c2nc(SCC)c(F)cc2c1=O, [Na+], O, O=C([O-])O. As a reaction SMILES: [CH2:46]([Cl:47])[Cl:48].[CH3:49][CH2:50][O:51][CH2:52][CH3:53].[Cl:29][c:30]1[cH:31][cH:32][cH:33][c:34]([C:35]([O:36][OH:38])=[O:37])[cH:39]1.[F:1][c:2]1[c:3](-[n:9]2[cH:10][c:11]([C:24](=[O:25])[O:26][CH2:27][CH3:28])[c:12](=[O:23])[c:13]3[cH:14][c:15]([F:22])[c:16]([S:19][CH2:20][CH3:21])[n:17][c:18]23)[cH:4][cH:5][c:6]([F:8])[cH:7]1.[Na+:41].[OH2:40].[OH:42][C:43](=[O:44])[O-:45]>>[F:1][c:2]1[c:3](-[n:9]2[cH:10][c:11]([C:24](=[O:25])[O:26][CH2:27][CH3:28])[c:12](=[O:23])[c:13]3[cH:14][c:15]([F:22])[c:16]([S:19]([CH2:20][CH3:21])(=[O:37])=[O:40])[n:17][c:18]23)[cH:4][cH:5][c:6]([F:8])[cH:7]1. The product is CCOC(=O)c1cn(-c2ccc(F)cc2F)c2nc(S(=O)(=O)CC)c(F)cc2c1=O. Starting materials: CCC(C)(C)Cc1cn(C(c2ccccc2)(c2ccccc2)c2ccccc2)c(CC(NC)c2ccc(-c3ccc(F)cn3)cc2)n1, CO, Cl. The product is CCC(C)(C)Cc1c[nH]c(CC(NC)c2ccc(-c3ccc(F)cn3)cc2)n1. As a reaction SMILES: [CH3:2][C:3]([CH2:4][c:5]1[n:6][c:7]([CH2:29][CH:30]([NH:31][CH3:32])[c:33]2[cH:34][cH:35][c:36](-[c:39]3[n:40][cH:41][c:42]([F:45])[cH:43][cH:44]3)[cH:37][cH:38]2)[n:8]([C:10]([c:11]2[cH:12][cH:13][cH:14][cH:15][cH:16]2)([c:17]2[cH:18][cH:19][cH:20][cH:21][cH:22]2)[c:23]2[cH:24][cH:25][cH:26][cH:27][cH:28]2)[cH:9]1)([CH2:46][CH3:47])[CH3:48].[CH3:49][OH:50].[ClH:1]>>[CH3:2][C:3]([CH2:4][c:5]1[n:6][c:7]([CH2:29][CH:30]([NH:31][CH3:32])[c:33]2[cH:34][cH:35][c:36](-[c:39]3[n:40][cH:41][c:42]([F:45])[cH:43][cH:44]3)[cH:37][cH:38]2)[nH:8][cH:9]1)([CH2:46][CH3:47])[CH3:48]. Starting materials: S(=O)(Cl)Cl (Thionyl chloride), Cl.NC1(CCOCC1)C(=O)O (4-amino-4-carboxytetrahydro-pyran monohydrochloride), CO (methanol). Product: Cl.NC1(CCOCC1)C(=O)OC (methyl 4-amino-tetrahydro-pyran-4-carboxylate monohydrochloride). As a reaction SMILES: S(Cl)([Cl:3])=O.Cl.[NH2:6][C:7]1([C:13]([OH:15])=[O:14])[CH2:12][CH2:11][O:10][CH2:9][CH2:8]1.[CH3:16]O>>[ClH:3].[NH2:6][C:7]1([C:13]([O:15][CH3:16])=[O:14])[CH2:12][CH2:11][O:10][CH2:9][CH2:8]1 |f:1.2,4.5|. Reported procedure: Thionyl chloride (4.02 mL, 55.1 mmol) was added in the dehydrated methanol (100 mL) solution of 4-amino-4-carboxytetrahydro-pyran monohydrochloride (5.00 g, 27.5 mmol) in an ice bath, and the mixture was heated and refluxed for 2.5 hours. The solvent was removed by distillation under reduced pressure, and the obtained crude product was washed with ethyl acetate and then dried under reduced pressure to give a colorless solid (BB04, 5.06 g). As a reaction SMILES: [F:1][C:2]1[CH:7]=[C:6]([O:8][CH2:9][C:10]2[CH:15]=[CH:14][C:13]([CH:16]([S:20]([C:23]3[S:24][CH:25]=[C:26]([C:28]4[CH:33]=[CH:32][CH:31]=[CH:30][CH:29]=4)[N:27]=3)(=[O:22])=[O:21])[CH2:17][CH2:18][CH3:19])=[CH:12][CH:11]=2)[CH:5]=[CH:4][C:3]=1[CH2:34][CH2:35][C:36]([O:38]CC)=[O:37].[OH-].[Na+].O.C(O)(=O)CC(CC(O)=O)(C(O)=O)O>C(O)C.O1CCCC1>[F:1][C:2]1[CH:7]=[C:6]([O:8][CH2:9][C:10]2[CH:11]=[CH:12][C:13]([CH:16]([S:20]([C:23]3[S:24][CH:25]=[C:26]([C:28]4[CH:29]=[CH:30][CH:31]=[CH:32][CH:33]=4)[N:27]=3)(=[O:22])=[O:21])[CH2:17][CH2:18][CH3:19])=[CH:14][CH:15]=2)[CH:5]=[CH:4][C:3]=1[CH2:34][CH2:35][C:36]([OH:38])=[O:37] |f:1.2|. Reaction conditions: temperature 50 celsius, time 1.5 hour. Starting materials: FC1=C(C=CC(=C1)OCC1=CC=C(C=C1)C(CCC)S(=O)(=O)C=1SC=C(N1)C1=CC=CC=C1)CCC(=O)OCC (ethyl 3-{2-fluoro-4-[(4-{1-[(4-phenyl-1,3-thiazol-2-yl)sulfonyl]butyl}benzyl)oxy]phenyl}propanoate), C(CC(O)(C(=O)O)CC(=O)O)(=O)O (citric acid), [OH-].[Na+] (sodium hydroxide), O (Water). Product: FC1=C(C=CC(=C1)OCC1=CC=C(C=C1)C(CCC)S(=O)(=O)C=1SC=C(N1)C1=CC=CC=C1)CCC(=O)O (3-{2-fluoro-4-[(4-{1-[(4-phenyl-1,3-thiazol-2-yl)sulfonyl]butyl}benzyl)oxy]phenyl}propanoic acid). Reported procedure: To a solution of ethyl 3-{2-fluoro-4-[(4-{1-[(4-phenyl-1,3-thiazol-2-yl)sulfonyl]butyl}benzyl)oxy]phenyl}propanoate (0.360 g, 0.619 mmol) in a mixture of ethanol (1.5 mL) and tetrahydrofuran (3 mL) was added 1N aqueous sodium hydroxide solution (0.75 mL), and the mixture was stirred at 50° C. for 1.5 hr. Water was added to the reaction mixture, and the mixture was weak acidified with 10% aqueous citric acid solution and extracted with ethyl acetate. The extract was washed with saturated brine, d... Run in C(C)O (ethanol), O1CCCC1 (tetrahydrofuran). Isolated yield 87.5%. As a reaction SMILES: FC1[CH:3]=[C:4](C=CC=1F)[C:5](O)=[O:6].[NH2:12][C:13]1[CH:14]=[CH:15][C:16]([O:19][C:20]2[CH:25]=[CH:24][C:23](C(C3C=CC=CC=3)=O)=[CH:22][CH:21]=2)=[N:17][CH:18]=1>>[NH2:12][C:13]1[CH:14]=[CH:15][C:16]([O:19][C:20]2[CH:21]=[CH:22][CH:23]=[C:24]3[C:25]=2[CH2:3][CH2:4][C:5]3=[O:6])=[N:17][CH:18]=1. Reported procedure: According to the same manner as that described in Example 1 except for using an equimolar amount of 3,4-difluorobenzoic acid in place of 3,4-dichlorobenzoic acid and using an equimolar amount of {(4-[(5-amino-2-pyridinyl)oxy]phenyl}(phenyl)methanone obtained in Reference Example 25 in place of 4-[(5-amino-2-pyridinyl)oxy]-1-indanone, the reaction was carried out to obtain the titled compound. Starting materials: FC=1C=C(C(=O)O)C=CC1F (3,4-difluorobenzoic acid), NC=1C=CC(=NC1)OC1=CC=C(C=C1)C(=O)C1=CC=CC=C1 ((4-[(5-amino-2-pyridinyl)oxy]phenyl}(phenyl)methanone). Yields the product NC=1C=CC(=NC1)OC1=C2CCC(C2=CC=C1)=O (4-[(5-amino-2-pyridinyl)oxy]-1-indanone). Starting materials: Br, COCCn1ccsc1=N, O=C(O)C12CC3CC(CC(Cl)(C3)C1)C2. The product is COCCn1ccsc1=NC(=O)C12CC3CC(CC(Cl)(C3)C1)C2. Reaction SMILES: [BrH:1].[CH3:2][O:3][CH2:4][CH2:5][n:6]1[c:7](=[NH:11])[s:8][cH:9][cH:10]1.[Cl:12][C:13]12[CH2:14][C:15]3([C:23](=[O:24])[OH:25])[CH2:16][CH:17]([CH2:18][CH:19]([CH2:20]1)[CH2:21]3)[CH2:22]2>>[CH3:2][O:3][CH2:4][CH2:5][n:6]1[c:7](=[N:11][C:23]([C:15]23[CH2:14][C:13]4([Cl:12])[CH2:20][CH:19]([CH2:18][CH:17]([CH2:16]2)[CH2:22]4)[CH2:21]3)=[O:24])[s:8][cH:9][cH:10]1. Reactants: CCOC(=O)C.CCCCCC (EtOAc hexane), CCOC(=O)C.CO (EtOAc methanol), Intermediate 1, crude product, CC1=CC=NC=C1 (4-methylpyridine), C(CCC)[Li] (n-butyllithium). Yields the product 1, C1(CCCC1)OC=1C=C(C=CC1OC)C(CC1=CC=NC=C1)O ((±)-4-[2-(3-Cyclopentyloxy-4-methoxyphenyl)-2-hydroxyethyl]pyridine). As a reaction SMILES: [CH3:1][C:2]1[CH:7]=[CH:6][N:5]=[CH:4][CH:3]=1.[CH2:8]([Li])[CH2:9][CH2:10][CH3:11].[CH3:13][CH2:14][O:15][C:16]([CH3:18])=O.[CH3:19][CH2:20][CH2:21]CCC.C[CH2:26][O:27]C(C)=O.[CH3:31][OH:32]>>[CH:14]1([O:15][C:16]2[CH:18]=[C:8]([CH:31]([OH:32])[CH2:1][C:2]3[CH:7]=[CH:6][N:5]=[CH:4][CH:3]=3)[CH:9]=[CH:10][C:11]=2[O:27][CH3:26])[CH2:21][CH2:20][CH2:19][CH2:13]1 |f:2.3,4.5|. Procedure details: From 4-methylpyridine (3.00 g, 32.1 mmol), n-butyllithium (32.1 mmol), and Intermediate 1 (6.82 g, 31.0 mmol). The crude product was subjected to chromatography [SiO2 ; EtOAc-hexane, 3:2 (500 ml) to 4:1 (1000 ml) then EtOAc-methanol, 9:1 (1 500 ml)] to afford the title compound (9.68 g) as fine white needles m.p. 97°-101° C. (from toluene). δH (CDCl3) 1.5-2.0 (8H, br m, (CH2)4), 2.45(1H, br, s, CHOH), 2.96 (2H, d, J 6.5 Hz, CH2 pyridine), 3.80 (3H, s, OMe), 4.70 (1H, br, m, OCHCH2), 4.81 (1H, t,... Reactants: CO (methanol), NC1=C(C=C(C(=C1)OC(C)C)C)NC1CCN(CC1)C(=O)OC(C)(C)C (1,1-Dimethylethyl 4-({2-amino-5-methyl-4-[(1-methylethyl)oxy]phenyl}amino)-1-piperidinecarboxylate), N,N′-carbonyldiimidazole. The solvent is O1CCCC1 (tetrahydrofuran). Conditions: temperature 50 celsius. Yields the product CC=1C(=CC2=C(N(C(N2)=O)C2CCN(CC2)C(=O)OC(C)(C)C)C1)OC(C)C (1,1-Dimethylethyl 4-{6-methyl-5-[(1-methylethyl)oxy]-2-oxo-2,3-dihydro-1H-benzimidazol-1-yl}-1-piperidinecarboxylate). Yield: 85.0%. RXN SMILES: [NH2:1][C:2]1[CH:7]=[C:6]([O:8][CH:9]([CH3:11])[CH3:10])[C:5]([CH3:12])=[CH:4][C:3]=1[NH:13][CH:14]1[CH2:19][CH2:18][N:17]([C:20]([O:22][C:23]([CH3:26])([CH3:25])[CH3:24])=[O:21])[CH2:16][CH2:15]1.[CH3:27][OH:28]>O1CCCC1>[CH3:12][C:5]1[C:6]([O:8][CH:9]([CH3:10])[CH3:11])=[CH:7][C:2]2[NH:1][C:27](=[O:28])[N:13]([CH:14]3[CH2:19][CH2:18][N:17]([C:20]([O:22][C:23]([CH3:24])([CH3:26])[CH3:25])=[O:21])[CH2:16][CH2:15]3)[C:3]=2[CH:4]=1. Reported procedure: A solution of 1,1-dimethylethyl 4-({2-amino-5-methyl-4-[(1-methylethyl)oxy]phenyl}amino)-1-piperidinecarboxylate (D75) (0.16 mmol, 60 mg) in tetrahydrofuran (0.5 mL) was treated with N,N′-carbonyldiimidazole (0.24 mmol, 38.5 mg, 1.5 eq) under argon at room temperature, then the mixture was heated at 50° C. for 1 h, concentrated under reduced pressure, and the residue was treated with 10% aqueous sodium carbonate solution and extracted twice with ethyl acetate. The organics were combined, dried a... Reactants: C1(=CC=CC=C1)P(C1=CC=CC=C1)C1=CC=CC=C1 (Triphenyl phosphine), C(Br)(Br)(Br)Br (carbon tetrabromide), ClC1=NC(=CC(=C1CO)C1=C(C=C(C=C1)F)Cl)Cl ([2,6-dichloro-4-(2-chloro-4-fluorophenyl)pyridin-3-yl]methanol). The solvent is C(C)#N (acetonitrile). Reaction conditions: time 8 hour. Product: BrCC=1C(=NC(=CC1C1=C(C=C(C=C1)F)Cl)Cl)Cl (3-(bromomethyl)-2,6-dichloro-4-(2-chloro-4-fluorophenyl)pyridine). RXN SMILES: C1(P(C2C=CC=CC=2)C2C=CC=CC=2)C=CC=CC=1.[C:20]([Br:24])(Br)(Br)Br.[Cl:25][C:26]1[C:31](CO)=[C:30]([C:34]2[CH:39]=[CH:38][C:37]([F:40])=[CH:36][C:35]=2[Cl:41])[CH:29]=[C:28]([Cl:42])[N:27]=1>C(#N)C>[Br:24][CH2:20][C:31]1[C:26]([Cl:25])=[N:27][C:28]([Cl:42])=[CH:29][C:30]=1[C:34]1[CH:39]=[CH:38][C:37]([F:40])=[CH:36][C:35]=1[Cl:41]. Reported procedure: Triphenyl phosphine (0.67 g, 2.55 mol) and carbon tetrabromide (0.85 g, 2.56 mmol) were added to a solution of [2,6-dichloro-4-(2-chloro-4-fluorophenyl)pyridin-3-yl]methanol (2.14 mmol theoretical) in 15 mL acetonitrile at rt. After stirring overnight, the solution was concentrated and the residue partitioned between water and dichloromethane. The organic phase was washed with brine, dried over magnesium sulfate and concentrated. The residue was purified by silica gel chromatography using ethyl ...